describe an organic reaction: reactants, conditions, products, and yield From a dataset of the Open Reaction Database (ORD), a public repository of structured organic reaction records. Starting materials: BrC1=NC(=CC=C1)\C=C\C(CCCCCCCC)O (2-bromo-6[(1E)-(3RS)-3-hydroxy-1-undecenyl]-pyridine), C(CCC)[Li] (n-butyllithium), COC(C1=CC(C(=O)OC)=CC=C1)=O (isophthalic acid dimethyl ester). The solvent is O1CCCC1 (tetrahydrofuran), O1CCCC1 (tetrahydrofuran). Yields the product COC(=O)C=1C=C(C(=O)C2=NC(=CC=C2)\C=C\C(CCCCCCCC)O)C=CC1 (2-(3-Methoxycarbonylbenzoyl)-6-[(1E)-(3RS)-3-hydroxy-1-undecenyl]-pyridine). The yield is 15.9%. Reaction SMILES: Br[C:2]1[CH:7]=[CH:6][CH:5]=[C:4](/[CH:8]=[CH:9]/[CH:10]([OH:19])[CH2:11][CH2:12][CH2:13][CH2:14][CH2:15][CH2:16][CH2:17][CH3:18])[N:3]=1.C([Li])CCC.[CH3:25][O:26][C:27](=[O:38])[C:28]1[CH:37]=[CH:36][CH:35]=[C:30]([C:31](OC)=[O:32])[CH:29]=1>O1CCCC1>[CH3:25][O:26][C:27]([C:28]1[CH:29]=[C:30]([CH:35]=[CH:36][CH:37]=1)[C:31]([C:2]1[CH:7]=[CH:6][CH:5]=[C:4](/[CH:8]=[CH:9]/[CH:10]([OH:19])[CH2:11][CH2:12][CH2:13][CH2:14][CH2:15][CH2:16][CH2:17][CH3:18])[N:3]=1)=[O:32])=[O:38]. Procedure: Under the conditions of example 1B, 652 mg of 2-bromo-6[(1E)-(3RS)-3-hydroxy-1-undecenyl]-pyridine in 3 ml of tetrahydrofuran is mixed with 2.75 ml of n-butyllithium (1.6 molar in hexane) and 427 mg of isophthalic acid dimethyl ester in 3 ml of tetrahydrofuran, worked up and chromatographed on silica gel with hexane/ethyl acetate=95/5 to 75/25. 130 mg of an oily crude product is obtained, which is subjected to complete purification of the high-pressure liquid chromatography on silanized silica g... Reactants: CCOc1cc(C=O)ccc1OC, [Li]CCCC, CS(C)(=O)=O, C[Si](C)(C)[N-][Si](C)(C)C, CCCCCC, [Li+], C1CCOC1. Product: CCOc1cc(C(N)CS(C)(=O)=O)ccc1OC. RXN SMILES: [CH2:11]([CH3:12])[O:13][c:14]1[cH:15][c:16]([CH:17]=[O:18])[cH:19][cH:20][c:21]1[O:22][CH3:23].[CH2:6]([Li:7])[CH2:8][CH2:9][CH3:10].[CH3:1][S:2](=[O:3])(=[O:4])[CH3:5].[CH3:24][Si:25]([N-:26][Si:29]([CH3:30])([CH3:31])[CH3:32])([CH3:27])[CH3:28].[CH3:39][CH2:40][CH2:41][CH2:42][CH2:43][CH3:44].[Li+:33].[O:34]1[CH2:35][CH2:36][CH2:37][CH2:38]1>>[CH2:1]([S:2](=[O:3])(=[O:4])[CH3:5])[CH:17]([c:16]1[cH:15][c:14]([O:13][CH2:11][CH3:12])[c:21]([O:22][CH3:23])[cH:20][cH:19]1)[NH2:26].